Task: describe an organic reaction: reactants, conditions, products, and yield. Dataset: the Open Reaction Database (ORD), a public repository of structured organic reaction records Starting materials: O (water), COC1=C(C=C(C=C1)C1=CC=CC(=N1)C#N)C1C=2C(CC(CC2OC=2CC(CC(C12)=O)(C)C)(C)C)=O (6-[4-Methoxy-3-(3,3,6,6-tetramethyl-1,8-dioxo-2,3,4,5,6,7,8,9-octahydro-1H-xanthen-9-yl)phenyl]pyridine-2-carbonitrile), [N-]=[N+]=[N-].[Na+] (sodium azide), [Cl-].[NH4+] (ammonium chloride). The solvent is CN(C)C=O (DMF). Reaction conditions: temperature 80 celsius, time 4 hour. Yields the product COC1=C(C=C(C=C1)C1=NC(=CC=C1)C1=NN=NN1)C1C=2C(CC(CC2OC=2CC(CC(C12)=O)(C)C)(C)C)=O (9-{2-Methoxy-5-[6-(1H-tetrazol-5-yl)pyridin-2-yl]phenyl}-3,3,6,6-tetramethyl-3,4,5,6,7,9-hexahydro-1H-xanthene-1,8(2H)-dione). The yield is 9.3%. As a reaction SMILES: [CH3:1][O:2][C:3]1[CH:8]=[CH:7][C:6]([C:9]2[N:14]=[C:13]([C:15]#[N:16])[CH:12]=[CH:11][CH:10]=2)=[CH:5][C:4]=1[CH:17]1[C:30]2[C:29](=[O:31])[CH2:28][C:27]([CH3:33])([CH3:32])[CH2:26][C:25]=2[O:24][C:23]2[CH2:22][C:21]([CH3:35])([CH3:34])[CH2:20][C:19](=[O:36])[C:18]1=2.[N-:37]=[N+:38]=[N-:39].[Na+].[Cl-].[NH4+].O>CN(C=O)C>[CH3:1][O:2][C:3]1[CH:8]=[CH:7][C:6]([C:9]2[CH:10]=[CH:11][CH:12]=[C:13]([C:15]3[NH:39][N:38]=[N:37][N:16]=3)[N:14]=2)=[CH:5][C:4]=1[CH:17]1[C:30]2[C:29](=[O:31])[CH2:28][C:27]([CH3:32])([CH3:33])[CH2:26][C:25]=2[O:24][C:23]2[CH2:22][C:21]([CH3:35])([CH3:34])[CH2:20][C:19](=[O:36])[C:18]1=2 |f:1.2,3.4|. Reported procedure: A suspension of the 6-[4-methoxy-3-(3,3,6,6-tetramethyl-1,8-dioxo-2,3,4,5,6,7,8,9-octahydro-1H-xanthen-9-yl)phenyl]pyridine-2-carbonitrile produced in Example 6 (500 mg, 1.04 mmol), sodium azide (76.4 mg, 1.14 mmol), and ammonium chloride (61.0 mg, 1.14 mmol) in DMF (10 ml) was prepared at room temperature, and the suspension thus prepared was then stirred at 80° C. for 4 hours. After air-cooling, water was added to the reaction solution, and the mixed solution was then extracted with ethyl acet... The product is COc1cccc(COc2cncc(Cl)n2)c1. RXN SMILES: [CH3:28][CH2:29][O:30][C:31](=[O:32])[CH3:33].[CH3:9][O:10][c:11]1[cH:12][c:13]([CH2:14][OH:15])[cH:16][cH:17][cH:18]1.[Cl:1][c:2]1[n:3][c:4]([Cl:8])[cH:5][n:6][cH:7]1.[H-:20].[Na+:19].[O:22]1[CH2:23][CH2:24][O:25][CH2:26][CH2:27]1.[OH2:21]>>[c:2]1([O:15][CH2:14][c:13]2[cH:12][c:11]([O:10][CH3:9])[cH:18][cH:17][cH:16]2)[n:3][c:4]([Cl:8])[cH:5][n:6][cH:7]1. Starting materials: CCOC(C)=O, COc1cccc(CO)c1, Clc1cncc(Cl)n1, [H-], [Na+], C1COCCO1, O. Starting materials: CC(C)=CCN, CC(C)=CCN=C=O, O=C(OC(Cl)(Cl)Cl)OC(Cl)(Cl)Cl, ClCCl, C1CCOC1, O=C1CNC(=O)S1, c1ccncc1. The product is CC(C)=CCNC(=O)N1CC(=O)SC1=O. Reaction SMILES: [CH3:16][C:17]([CH3:18])=[CH:19][CH2:20][NH2:21].[CH3:8][C:9](=[CH:10][CH2:11][N:12]=[C:13]=[O:14])[CH3:15].[Cl:22][C:23]([Cl:24])([O:25][C:26](=[O:27])[O:28][C:29]([Cl:30])([Cl:31])[Cl:32])[Cl:33].[Cl:39][CH2:40][Cl:41].[O:34]1[CH2:35][CH2:36][CH2:37][CH2:38]1.[S:1]1[C:2](=[O:7])[NH:3][CH2:4][C:5]1=[O:6].[cH:42]1[cH:43][cH:44][n:45][cH:46][cH:47]1>>[S:1]1[C:2](=[O:7])[N:3]([C:13]([NH:12][CH2:11][CH:10]=[C:9]([CH3:8])[CH3:15])=[O:14])[CH2:4][C:5]1=[O:6]. Starting materials: C(C)C1=C(C=CC(=C1)CCCCCCCCCCCCCC)O (2-ethyl-4-tetradecylphenol), [H-].[Na+] (sodium hydride), S(C)(=O)(=O)[O-] (mesylate), CC1(OCC(O1)CO)C (solketal). Solvent: CN(C=O)C (dimethylformamide), CN(C=O)C (dimethylformamide). Run at temperature 80 celsius. Product: C(C)C1=C(OCC2OC(OC2)(C)C)C=CC(=C1)CCCCCCCCCCCCCC (4-[(2-Ethyl-4-tetradecylphenoxy)methyl]-2,2-dimethyl-1,3-dioxolane). RXN SMILES: [H-].[Na+].[CH2:3]([C:5]1[CH:10]=[C:9]([CH2:11][CH2:12][CH2:13][CH2:14][CH2:15][CH2:16][CH2:17][CH2:18][CH2:19][CH2:20][CH2:21][CH2:22][CH2:23][CH3:24])[CH:8]=[CH:7][C:6]=1[OH:25])[CH3:4].S([O-])(=O)(=O)C.[CH3:31][C:32]1([CH3:39])[O:36][CH:35]([CH2:37]O)[CH2:34][O:33]1>CN(C)C=O>[CH2:3]([C:5]1[CH:10]=[C:9]([CH2:11][CH2:12][CH2:13][CH2:14][CH2:15][CH2:16][CH2:17][CH2:18][CH2:19][CH2:20][CH2:21][CH2:22][CH2:23][CH3:24])[CH:8]=[CH:7][C:6]=1[O:25][CH2:37][CH:35]1[CH2:34][O:33][C:32]([CH3:39])([CH3:31])[O:36]1)[CH3:4] |f:0.1|. Procedure: To a suspension of 2.53 g of prewashed 50% sodium hydride in 130 ml of dimethylformamide was added dropwise a solution of 11.99 g of 2-ethyl-4-tetradecylphenol in dimethylformamide. The resulting suspension was heated at 80° C. for 1/2 hour, then allowed to cool and 10.29 g the mesylate of solketal was added. The mixture was heated at reflux for 3 hours, then cooled quenched slowly with water and extracted several times with ether. The ether extracts were combined, washed with brine, dried and t... As a reaction SMILES: [NH2:1][CH2:2][C:3]([OH:5])=[O:4].[CH:6](=[O:13])[C:7]1[CH:12]=[CH:11][CH:10]=[CH:9][CH:8]=1.[OH-].[Na+].Cl>O>[CH:6](=[N:1][C@H:2]([C:3]([OH:5])=[O:4])[CH:6]([C:7]1[CH:12]=[CH:11][CH:10]=[CH:9][CH:8]=1)[OH:13])[C:7]1[CH:12]=[CH:11][CH:10]=[CH:9][CH:8]=1 |f:2.3|. Reactants: NCC(=O)O (glycine), NCC(=O)O (glycine), Cl (hydrochloric acid), C(C1=CC=CC=C1)=O (benzaldehyde), [OH-].[Na+] (sodium hydroxide), C(C1=CC=CC=C1)=O (benzaldehyde). The solvent is O (water). Procedure details: There are prior methods of producing β-phenylalanine derivatives. For example, there is (1) a method which comprises reacting a copper complex of glycine with a benzaldehyde (for example, West German Pat. No. 960,722). The use of the copper salt, however, gives rise to a pollution problem, and the treatment of the waste water becomes troublesome. Moreover, this method generally has the defect of low yields. Another well known method is (2) a method of producing a β-phenylserine which comprises r... The product is C(C1=CC=CC=C1)=N[C@@H](C(O)C1=CC=CC=C1)C(=O)O (N-benzylidene-β-phenylserine). Starting materials: CCCCC.C(C)OCC (pentane diethylether), FC=1C=C(C=O)C=C(C1F)F (3,4,5-trifluorobenzaldehyde). Yields the product FC=1C=C(C=C(C1F)F)C1CO1 (2-(3,4,5-trifluorophenyl)-1,2-epoxyethane). As a reaction SMILES: [F:1][C:2]1[CH:3]=[C:4]([CH:7]=[C:8]([F:11])[C:9]=1[F:10])[CH:5]=[O:6].[CH3:12]CCCC.C(OCC)C>>[F:1][C:2]1[CH:3]=[C:4]([CH:5]2[O:6][CH2:12]2)[CH:7]=[C:8]([F:11])[C:9]=1[F:10] |f:1.2|. Procedure: Following General Procedure EC and using 3,4,5-trifluorobenzaldehyde (Strem), the title compound was isolated after flash chromatography with 10:1 pentane/diethylether. Starting materials: C(C1=CC=CC=C1)N1C(=C(C2=CC=C(C=C12)O)C(=O)NCC1=CC(=C(C=C1)F)F)C(C)C (1-benzyl-N-(3,4-difluorobenzyl)-6-hydroxy-2-isopropyl-1H-indole-3-carboxamide), C(C1=CC=CC=C1)N1C(=C(C2=CC=C(C=C12)O)C(=O)NCC1=CC(=C(C=C1)F)F)C(C)C (1-benzyl-N-(3,4-difluorobenzyl)-6-hydroxy-2-isopropyl-1H-indole-3-carboxamide), C(=O)([O-])[O-].[K+].[K+] (K2CO3), [OH-].[Na+] (NaOH), IC1COCC1 (3-iodotetrahydrofuran), IC1COCC1 (3-iodotetrahydrofuran). The solvent is CN(C)C=O (DMF). Reaction conditions: time 2 day. Product: C(C1=CC=CC=C1)N1C(=C(C2=CC=C(C=C12)OC1COCC1)C(=O)NCC1=CC(=C(C=C1)F)F)C(C)C (1-Benzyl-N-(3,4-difluorobenzyl)-2-isopropyl-6-(tetrahydrofuran-3-yloxy)-1H-indole-3-carboxamide). Yield: 40.7%. RXN SMILES: [CH2:1]([N:8]1[C:16]2[C:11](=[CH:12][CH:13]=[C:14]([OH:17])[CH:15]=2)[C:10]([C:18]([NH:20][CH2:21][C:22]2[CH:27]=[CH:26][C:25]([F:28])=[C:24]([F:29])[CH:23]=2)=[O:19])=[C:9]1[CH:30]([CH3:32])[CH3:31])[C:2]1[CH:7]=[CH:6][CH:5]=[CH:4][CH:3]=1.C([O-])([O-])=O.[K+].[K+].[OH-].[Na+].I[CH:42]1[CH2:46][CH2:45][O:44][CH2:43]1>CN(C=O)C>[CH2:1]([N:8]1[C:16]2[C:11](=[CH:12][CH:13]=[C:14]([O:17][CH:42]3[CH2:46][CH2:45][O:44][CH2:43]3)[CH:15]=2)[C:10]([C:18]([NH:20][CH2:21][C:22]2[CH:27]=[CH:26][C:25]([F:28])=[C:24]([F:29])[CH:23]=2)=[O:19])=[C:9]1[CH:30]([CH3:32])[CH3:31])[C:2]1[CH:7]=[CH:6][CH:5]=[CH:4][CH:3]=1 |f:1.2.3,4.5|. Reported procedure: To a solution of 1-benzyl-N-(3,4-difluorobenzyl)-6-hydroxy-2-isopropyl-1H-indole-3-carboxamide (Compound 8, 8 mg, 0.039 mmol) in DMF (1.0 ml) was added K2CO3 (13 mg, 0.092 mmol) and catalytic amount of NaOH, 3-iodotetrahydrofuran (Compound 29, 120 mg, crude). The reaction was stirred at room temperature for 2 days, and purified by a short silica gel column to yield the title compound (8 mg, 86%). The reactants are C(C1=CC=CC=C1)=O (Benzaldehyde), C(CC(=O)O)(=O)O (malonic acid), N1CCCCC1 (piperidine), N1=CC=CC=C1 (pyridine), Cl (HCl). Reaction conditions: temperature 80 celsius, time 5 hour. The product is C(C=CC1=CC=CC=C1)(=O)O (cinnamic acid). As a reaction SMILES: [CH:1](=O)[C:2]1[CH:7]=[CH:6][CH:5]=[CH:4][CH:3]=1.C(O)(=O)[CH2:10][C:11]([OH:13])=[O:12].N1CCCCC1.N1C=CC=CC=1.Cl>>[C:11]([OH:13])(=[O:12])[CH:10]=[CH:1][C:2]1[CH:7]=[CH:6][CH:5]=[CH:4][CH:3]=1. Procedure: Benzaldehyde (10 g, 94 mmol), malonic acid (2 eq.), and piperidine (0.1 eq.) were dissolved in pyridine (5 eq.) and stirred at 80° C. for 5 hours. After completion of the reaction, the reaction mixture was cooled down to the room temperature and neutralized with 3M HCl. The white solid thus obtained was filtered out and dried in a vacuum oven to yield cinnamic acid. Starting materials: Cc1ccc(-c2cccc(OCC3CO3)c2)n1C, CO, CC(C)O, NCCOc1ccc(O)c(C(N)=O)c1. The product is Cc1ccc(-c2cccc(OCC(O)CNCCOc3ccc(O)c(C(N)=O)c3)c2)n1C. As a reaction SMILES: [CH3:1][n:2]1[c:3](-[c:8]2[cH:9][c:10]([O:14][CH2:15][CH:16]3[CH2:17][O:18]3)[cH:11][cH:12][cH:13]2)[cH:4][cH:5][c:6]1[CH3:7].[CH3:33][OH:34].[CH:35]([OH:36])([CH3:37])[CH3:38].[NH2:19][CH2:20][CH2:21][O:22][c:23]1[cH:24][cH:25][c:26]([OH:32])[c:27]([C:28](=[O:29])[NH2:30])[cH:31]1>>[CH3:1][n:2]1[c:3](-[c:8]2[cH:9][c:10]([O:14][CH2:15][CH:16]([CH2:17][NH:19][CH2:20][CH2:21][O:22][c:23]3[cH:24][cH:25][c:26]([OH:32])[c:27]([C:28](=[O:29])[NH2:30])[cH:31]3)[OH:18])[cH:11][cH:12][cH:13]2)[cH:4][cH:5][c:6]1[CH3:7].